This data is from the Open Reaction Database (ORD), a public repository of structured organic reaction records. The task is: describe an organic reaction: reactants, conditions, products, and yield The reactants are OCC(O)CO (glycerol), C[Si](Cl)(C)C (trimethylchlorosilane). The reagents and catalysts are [Cl-].C[N+](CC1=CC=CC=C1)(C)C (trimethylbenzyl ammonium chloride). The product is C[Si](OCC(CO[Si](C)(C)C)O[Si](C)(C)C)(C)C (1,2,3-tris-trimethylsiloxypropane). As a reaction SMILES: [OH:1][CH2:2][CH:3]([CH2:5][OH:6])[OH:4].[CH3:7][Si:8]([CH3:11])([CH3:10])Cl>[Cl-].C[N+](C)(C)CC1C=CC=CC=1>[CH3:7][Si:8]([CH3:11])([CH3:10])[O:1][CH2:2][CH:3]([O:4][Si:8]([CH3:11])([CH3:10])[CH3:7])[CH2:5][O:6][Si:8]([CH3:11])([CH3:10])[CH3:7] |f:2.3|. Procedure details: 1 mole of glycerol, 4 moles of trimethylchlorosilane and 0.003 moles of trimethylbenzyl ammonium chloride were reacted at the reflux temperature (54°-102° C.) as in Example 1. Excess silylating agent was distilled off after termination of the reaction. The catalyst was filtered off when the reaction mixture was cold. Starting materials: COc1cc(C(=O)N2CCC(CCO)(c3ccncc3)C2)cc(OC)c1OC, CS(=O)(=O)Cl, CCN(C(C)C)C(C)C, ClCCl. The product is COc1cc(C(=O)N2CCC(CCOS(C)(=O)=O)(c3ccncc3)C2)cc(OC)c1OC. RXN SMILES: [CH3:1][O:2][c:3]1[cH:4][c:5]([C:6](=[O:7])[N:8]2[CH2:9][C:10]([CH2:13][CH2:14][OH:15])([c:16]3[cH:17][cH:18][n:19][cH:20][cH:21]3)[CH2:11][CH2:12]2)[cH:22][c:23]([O:27][CH3:28])[c:24]1[O:25][CH3:26].[CH3:38][S:39]([Cl:40])(=[O:41])=[O:42].[CH:29]([N:30]([CH2:31][CH3:32])[CH:33]([CH3:34])[CH3:35])([CH3:36])[CH3:37].[Cl:43][CH2:44][Cl:45]>>[CH3:1][O:2][c:3]1[cH:4][c:5]([C:6](=[O:7])[N:8]2[CH2:9][C:10]([CH2:13][CH2:14][O:15][S:39]([CH3:38])(=[O:41])=[O:42])([c:16]3[cH:17][cH:18][n:19][cH:20][cH:21]3)[CH2:11][CH2:12]2)[cH:22][c:23]([O:27][CH3:28])[c:24]1[O:25][CH3:26]. The reactants are COc1cc(N)cc(OC)c1OC, CCOCCO, N#Cc1cnc2cc(Cl)c([N+](=O)[O-])cc2c1Cl, Cl, [Na+], [Na+], O=C([O-])[O-], O, c1ccncc1. Product: COc1cc(Nc2c(C#N)cnc3cc(Cl)c([N+](=O)[O-])cc23)cc(OC)c1OC. Reaction SMILES: [CH3:18][O:19][c:20]1[cH:21][c:22]([NH2:23])[cH:24][c:25]([O:29][CH3:30])[c:26]1[O:27][CH3:28].[CH3:44][CH2:45][O:46][CH2:47][CH2:48][OH:49].[Cl:1][c:2]1[c:3]([C:16]#[N:17])[cH:4][n:5][c:6]2[cH:7][c:8]([Cl:15])[c:9]([N+:12](=[O:13])[O-:14])[cH:10][c:11]12.[ClH:31].[Na+:38].[Na+:39].[O-:40][C:41](=[O:42])[O-:43].[OH2:50].[n:32]1[cH:33][cH:34][cH:35][cH:36][cH:37]1>>[c:2]1([NH:23][c:22]2[cH:21][c:20]([O:19][CH3:18])[c:26]([O:27][CH3:28])[c:25]([O:29][CH3:30])[cH:24]2)[c:3]([C:16]#[N:17])[cH:4][n:5][c:6]2[cH:7][c:8]([Cl:15])[c:9]([N+:12](=[O:13])[O-:14])[cH:10][c:11]12. Reactants: OCCCOC(C1=CC=C(C=C1)O)=O (4-hydroxybenzoic acid (3-hydroxypropyl)ester), CN1C(CCC1)=O (N-methylpyrrolidone), ice water, C(C(=C)C)(=O)Cl (methacryloyl chloride). Solvent: C(C)#N (acetonitrile). Product: C(C(=C)C)(=O)OCCCOC(C1=CC=C(C=C1)O)=O (4-hydroxybenzoic acid (3-methacryloyloxypropyl)ester). Reaction SMILES: [OH:1][CH2:2][CH2:3][CH2:4][O:5][C:6](=[O:14])[C:7]1[CH:12]=[CH:11][C:10]([OH:13])=[CH:9][CH:8]=1.CN1CCCC1=O.[C:22](Cl)(=[O:26])[C:23]([CH3:25])=[CH2:24]>C(#N)C>[C:22]([O:1][CH2:2][CH2:3][CH2:4][O:5][C:6](=[O:14])[C:7]1[CH:12]=[CH:11][C:10]([OH:13])=[CH:9][CH:8]=1)(=[O:26])[C:23]([CH3:25])=[CH2:24]. Reported procedure: To a solution of 23 g of 4-hydroxybenzoic acid (3-hydroxypropyl)ester in 100 ml of acetonitrile was added 20 ml of N-methylpyrrolidone with stirring, followed by 16 g of methacryloyl chloride. After the mixture was reacted with stirring at 35° C. for 8 hours, the reaction mixture was poured into ice water, and the precipitated crystals were collected by filtration and recrystallized from ethyl acetate/n-hexane to give 4-hydroxybenzoic acid (3-methacryloyloxypropyl)ester (Ph-1).